From a dataset of the Open Reaction Database (ORD), a public repository of structured organic reaction records. describe an organic reaction: reactants, conditions, products, and yield Reactants: CNc1cc(OC)c(C(=O)O)cc1Cl, NC1CCN(Cc2ccccc2)C1. The product is CNc1cc(OC)c(C(=O)NC2CCN(Cc3ccccc3)C2)cc1Cl. RXN SMILES: [Cl:1][c:2]1[c:3]([NH:13][CH3:14])[cH:4][c:5]([O:11][CH3:12])[c:6]([C:7](=[O:8])[OH:9])[cH:10]1.[NH2:15][CH:16]1[CH2:17][N:18]([CH2:21][c:22]2[cH:23][cH:24][cH:25][cH:26][cH:27]2)[CH2:19][CH2:20]1>>[Cl:1][c:2]1[c:3]([NH:13][CH3:14])[cH:4][c:5]([O:11][CH3:12])[c:6]([C:7](=[O:9])[NH:15][CH:16]2[CH2:17][N:18]([CH2:21][c:22]3[cH:23][cH:24][cH:25][cH:26][cH:27]3)[CH2:19][CH2:20]2)[cH:10]1. The reactants are BrCC(=O)Br (2-bromoacetyl bromide), C(C)NCC (diethylamine), NC1=CC=C(C=C1)C (p-toluidine), ClC=1C=C(C=CC1)S(=O)(=O)Cl (3-chloro-benzenesulfonyl chloride). Product: ClC=1C=C(C=CC1)S(=O)(=O)N(CC(=O)N(CC)CC)C1=CC=C(C=C1)C (2-[(3-Chloro-benzenesulfonyl)-p-tolyl-amino]-N,N-diethyl-acetamide). Reaction SMILES: Br[CH2:2][C:3](Br)=[O:4].[CH2:6]([NH:8][CH2:9][CH3:10])[CH3:7].[NH2:11][C:12]1[CH:17]=[CH:16][C:15]([CH3:18])=[CH:14][CH:13]=1.[Cl:19][C:20]1[CH:21]=[C:22]([S:26](Cl)(=[O:28])=[O:27])[CH:23]=[CH:24][CH:25]=1>>[Cl:19][C:20]1[CH:21]=[C:22]([S:26]([N:11]([C:12]2[CH:17]=[CH:16][C:15]([CH3:18])=[CH:14][CH:13]=2)[CH2:2][C:3]([N:8]([CH2:9][CH3:10])[CH2:6][CH3:7])=[O:4])(=[O:28])=[O:27])[CH:23]=[CH:24][CH:25]=1. Reported procedure: prepared by reaction of 2-bromoacetyl bromide with diethylamine, p-toluidine and 3-chloro-benzenesulfonyl chloride Starting materials: C(C)(C)(C)OC(=O)N1CCC(CC1)C1=NOC2=C1SC(=C2)COC (4-(5-methoxymethyl-thieno[2,3-d]isoxazol-3-yl)-piperidine-1-carboxylic acid tert-butyl ester), Cl (hydrochloric acid), Cl (hydrochloric acid). Run at time 8 hour. Product: Cl.COCC1=CC2=C(C(=NO2)C2CCNCC2)S1 (5-methoxymethyl-3-piperidin-4-yl-thieno[2,3-d]isoxazole Hydrochloride). Reaction SMILES: C(OC([N:8]1[CH2:13][CH2:12][CH:11]([C:14]2[C:18]3[S:19][C:20]([CH2:22][O:23][CH3:24])=[CH:21][C:17]=3[O:16][N:15]=2)[CH2:10][CH2:9]1)=O)(C)(C)C.[ClH:25]>>[ClH:25].[CH3:24][O:23][CH2:22][C:20]1[S:19][C:18]2[C:14]([CH:11]3[CH2:10][CH2:9][NH:8][CH2:13][CH2:12]3)=[N:15][O:16][C:17]=2[CH:21]=1 |f:2.3|. Procedure details: Stir a solution of 4-(5-methoxymethyl-thieno[2,3-d]isoxazol-3-yl)-piperidine-1-carboxylic acid tert-butyl ester (2.21 g, 6.68 mmol, 1.00 equivalents) and hydrochloric acid (1.0 M in diethyl ether, 35 mL) overnight to form a suspension. Add additional hydrochloric acid (1.0 M in diethyl ether, 10 mL). Stir the suspension overnight, filter and wash the solid with ether. Collect the solid and dry to yield the desired product as a dark blue solid. LC/MS (ESI), m/e 253 (MH+), retention time 1.17 minu... Starting materials: C1(CC1)CBr (cyclopropylmethylbromide), aqueous solution, [OH-].[Na+] (sodiumhydroxide), FC(C=1C(=C(C(N)=NO)C(=CC1)C(F)(F)F)Cl)(F)F (3,6-bistrifluoromethyl-2-chlorobenzamidoxime). The reagents and catalysts are [Br-].C(CCC)[N+](CCCC)(CCCC)CCCC (tetrabutylammonium bromide). Run in C(Cl)(Cl)Cl (chloroform). Product: C1(CC1)CON=C(C1=C(C(=CC=C1C(F)(F)F)C(F)(F)F)Cl)N (N'-cyclopropylmethyloxy-3,6-bistrifluoromethyl-2-chlorobenzamidine). The yield is 56.7%. RXN SMILES: [F:1][C:2]([F:19])([F:18])[C:3]1[C:4]([Cl:17])=[C:5]([C:10]([C:13]([F:16])([F:15])[F:14])=[CH:11][CH:12]=1)[C:6](=[N:8][OH:9])[NH2:7].[CH:20]1([CH2:23]Br)[CH2:22][CH2:21]1.[OH-].[Na+]>C(Cl)(Cl)Cl.[Br-].C([N+](CCCC)(CCCC)CCCC)CCC>[CH:20]1([CH2:23][O:9][N:8]=[C:6]([NH2:7])[C:5]2[C:10]([C:13]([F:15])([F:14])[F:16])=[CH:11][CH:12]=[C:3]([C:2]([F:18])([F:1])[F:19])[C:4]=2[Cl:17])[CH2:22][CH2:21]1 |f:2.3,5.6|. Procedure details: In 10 ml of chloroform was dissolved 0.60 g of 3,6-bistrifluoromethyl-2-chlorobenzamidoxime and 0. 50 g of cyclopropylmethylbromide, and to the solution was added 0.1 g of tetrabutylammonium bromide at room temperature with stirring, and then 1.2 ml of 10% aqueous solution of sodiumhydroxide, then stirred for 3 hours at 30-40° C. The solution was washed with water, washed with saturated saline solution and dried over anhydrous magnesium sulfate. The organic layer was concentrated under reduced p... Reactants: BrC(Br)(Br)Br, ClCCl, O=S(=O)(Oc1cc2c(cc1CO)CCCC2)C(F)(F)F, c1ccc(P(c2ccccc2)c2ccccc2)cc1. The product is O=S(=O)(Oc1cc2c(cc1CBr)CCCC2)C(F)(F)F. RXN SMILES: [C:40]([Br:41])([Br:42])([Br:43])[Br:44].[Cl:45][CH2:46][Cl:47].[F:20][C:21]([S:22](=[O:23])(=[O:24])[O:25][c:26]1[cH:27][c:28]2[c:33]([cH:34][c:35]1[CH2:36][OH:37])[CH2:32][CH2:31][CH2:30][CH2:29]2)([F:38])[F:39].[c:1]1([P:2]([c:3]2[cH:4][cH:5][cH:6][cH:7][cH:8]2)[c:9]2[cH:10][cH:11][cH:12][cH:13][cH:14]2)[cH:15][cH:16][cH:17][cH:18][cH:19]1>>[F:20][C:21]([S:22](=[O:23])(=[O:24])[O:25][c:26]1[cH:27][c:28]2[c:33]([cH:34][c:35]1[CH2:36][Br:41])[CH2:32][CH2:31][CH2:30][CH2:29]2)([F:38])[F:39]. Starting materials: Cc1ncccc1C(F)(F)F, ClC(Cl)(Cl)Cl, N#CC1(N=NC2(C#N)CCCCC2)CCCCC1, [Na+], [Na+], O=S([O-])([O-])=S, O=C1CCC(=O)N1Br, O. The product is FC(F)(F)c1cccnc1CBr. Reaction SMILES: [CH3:1][c:2]1[n:3][cH:4][cH:5][cH:6][c:7]1[C:8]([F:9])([F:10])[F:11].[Cl:45][C:46]([Cl:47])([Cl:48])[Cl:49].[N:12]([C:13]1([C:14]#[N:15])[CH2:16][CH2:17][CH2:18][CH2:19][CH2:20]1)=[N:21][C:22]1([C:23]#[N:24])[CH2:25][CH2:26][CH2:27][CH2:28][CH2:29]1.[Na+:38].[Na+:39].[O-:40][S:41]([O-:42])(=[S:43])=[O:44].[O:30]=[C:31]1[N:32]([Br:37])[C:33](=[O:34])[CH2:35][CH2:36]1.[OH2:50]>>[CH2:1]([c:2]1[n:3][cH:4][cH:5][cH:6][c:7]1[C:8]([F:9])([F:10])[F:11])[Br:37]. Starting materials: ClC1=C(C(=O)OC)C=CC(=N1)Cl (methyl 2,6-dichloronicotinate), N (NH3), ( 85±5 ). Solvent: CC(=O)C.CO (acetone MeOH). Run at temperature 25 celsius, time 9 day. The product is NC1=C(C(=O)OC)C=CC(=N1)Cl (methyl 2-amino-6-chloronicotinate). The yield is 148.1%. Reaction SMILES: Cl[C:2]1[N:11]=[C:10]([Cl:12])[CH:9]=[CH:8][C:3]=1[C:4]([O:6][CH3:7])=[O:5].[NH3:13]>CC(C)=O.CO>[NH2:13][C:2]1[N:11]=[C:10]([Cl:12])[CH:9]=[CH:8][C:3]=1[C:4]([O:6][CH3:7])=[O:5] |f:2.3|. Procedure details: Performed in duplicate on identical scales in two pressure vessels, methyl 2,6-dichloronicotinate (4.5 g, 22 mmol) was dissolved in NH3 solution (250 mL, 0.5 M in 1,4-dioxane; 0.125 mol). The pressure vessels were sealed and heated at (85±5) ° C. for 9 days. The two reaction mixtures were allowed to cool to 25° C., then combined and concentrated under reduced pressure to yield a white solid. Dissolution of the solid in 1:1 acetone-MeOH (˜500 mL), followed by adsorption onto silica gel (25 g) and... Reactants: OC1=NC2=C(C=CC=C2C=C1)O (2,8-dihydroxyquinoline), C([O-])([O-])=O.[K+].[K+] (potassium carbonate), C(C)(=O)OC(CCCCCC)C1=C(C=CC=C1)CBr (1-(2-bromomethylphenyl)heptyl acetate). The solvent is CN(C=O)C (dimethylformamide), CN(C=O)C (dimethylformamide). Conditions: temperature 25 celsius, time 20 hour. Product: C(C)(=O)OC(CCCCCC)C1=C(C=CC=C1)COC=1C=CC=C2C=CC(NC12)=O (1-[2-(2(1H)-quinolon-8-yloxymethyl)phenyl]heptyl acetate). Reaction SMILES: [OH:1][C:2]1[CH:11]=[CH:10][C:9]2[C:4](=[C:5]([OH:12])[CH:6]=[CH:7][CH:8]=2)[N:3]=1.C(=O)([O-])[O-].[K+].[K+].[C:19]([O:22][CH:23]([C:30]1[CH:35]=[CH:34][CH:33]=[CH:32][C:31]=1[CH2:36]Br)[CH2:24][CH2:25][CH2:26][CH2:27][CH2:28][CH3:29])(=[O:21])[CH3:20]>CN(C)C=O>[C:19]([O:22][CH:23]([C:30]1[CH:35]=[CH:34][CH:33]=[CH:32][C:31]=1[CH2:36][O:12][C:5]1[CH:6]=[CH:7][CH:8]=[C:9]2[C:4]=1[NH:3][C:2](=[O:1])[CH:11]=[CH:10]2)[CH2:24][CH2:25][CH2:26][CH2:27][CH2:28][CH3:29])(=[O:21])[CH3:20] |f:1.2.3|. Reported procedure: 6.5 g of 2,8-dihydroxyquinoline, 5.5 g of anhydrous ground potassium carbonate are stirred in 100 ml of dimethylformamide at 25° C. for 1 hour. After addition of 13.1 g of 1-(2-bromomethylphenyl)heptyl acetate in 50 ml of dimethylformamide, the mixture is stirred at 25° C. for 20 hours. The solvent is removed in vacuo, the residue is taken up in 100 ml of water and the mixture is extracted 3 times with 50 ml of ethyl acetate each time. The organic phases are washed once with 50 ml of water each ...